Dataset: the Open Reaction Database (ORD), a public repository of structured organic reaction records. Task: describe an organic reaction: reactants, conditions, products, and yield The reactants are C(C1=CC(C(=O)OC)=CC=C1)(=O)OC (Dimethyl isophthalate), C(C)(=O)OC(C)(C)C.[Li] (lithium tert.-butyl acetate). The product is COC(C1=CC(=CC=C1)C(CC(=O)OC(C)(C)C)=O)=O (3-tert-butoxycarbonylacetyl-benzoic acid methyl ester). Reaction SMILES: [C:1]([O:13]C)(=O)[C:2]1[CH:11]=[CH:10][CH:9]=[C:4]([C:5]([O:7][CH3:8])=[O:6])[CH:3]=1.[C:15]([O:18][C:19]([CH3:22])([CH3:21])[CH3:20])(=[O:17])[CH3:16].[Li]>>[CH3:8][O:7][C:5](=[O:6])[C:4]1[CH:9]=[CH:10][CH:11]=[C:2]([C:1](=[O:13])[CH2:16][C:15]([O:18][C:19]([CH3:22])([CH3:21])[CH3:20])=[O:17])[CH:3]=1 |f:1.2,^1:22|. Procedure: Dimethyl isophthalate (67.9 g) was treated with lithium tert.-butyl acetate according to general procedure K (method b) to give crude 3-tert-butoxycarbonylacetyl-benzoic acid methyl ester (74.5 g) as a pale-yellow oil. Starting materials: resultant mixture, C(C#C)O (propargyl alcohol), C(#N)CC(=O)O (cyanoacetic acid), S(O)(O)(=O)=O (sulfuric acid). Solvent: C(Cl)(Cl)Cl (chloroform). Product: C(#N)CC(=O)OCC#C (Propargyl Cyanoacetate). Yield: 71.0%. As a reaction SMILES: [CH2:1](O)[C:2]#[CH:3].[C:5]([CH2:7][C:8]([OH:10])=[O:9])#[N:6].S(=O)(=O)(O)O>C(Cl)(Cl)Cl>[C:5]([CH2:7][C:8]([O:10][CH2:3][C:2]#[CH:1])=[O:9])#[N:6]. Procedure: 1.6 parts of propargyl alcohol and 1 part of cyanoacetic acid were dissolved in 4.7 parts of chloroform. 0.2 parts of a 98 percent by weight solution of aqueous sulfuric acid were added as a catalyst and the resultant mixture was heated for 5.5 hours at a temperature of 61° C. The crude ester was washed with water. Volatile materials were removed using reduced pressure. The ester, represented the formula N≡CCH2C(O)OCH2C≡CH, was isolated in 71 percent yield. Reactants: C(C)(C)(C)OC(NC1=C(C=CC=C1)NC(=O)C1=CC2=C(S1)C=CC(=C2)O)=O ({2-[(5-Hydroxy-benzo[b]thiophene-2-carbonyl)-amino]-phenyl}-carbamic acid tert-butyl ester), C([O-])([O-])=O.[K+].[K+] (potassium carbonate), BrCCOCCOC (1-bromo-2-(2-methoxyethoxy)-ethane). Solvent: C(C)#N (acetonitrile), [Cl-].[Na+].O (brine). Reaction conditions: temperature 100 celsius. Yields the product C(C)(C)(C)OC(NC1=C(C=CC=C1)NC(=O)C1=CC2=C(S1)C=CC(=C2)OCCOCCOC)=O ([2-({5-[2-(2-Methoxy-ethoxy)-ethoxy]-benzo[b]thiophene-2-carbonyl}-amino)-phenyl]-carbamic acid tert-butyl ester). Reaction SMILES: [C:1]([O:5][C:6](=[O:27])[NH:7][C:8]1[CH:13]=[CH:12][CH:11]=[CH:10][C:9]=1[NH:14][C:15]([C:17]1[S:21][C:20]2[CH:22]=[CH:23][C:24]([OH:26])=[CH:25][C:19]=2[CH:18]=1)=[O:16])([CH3:4])([CH3:3])[CH3:2].C(=O)([O-])[O-].[K+].[K+].Br[CH2:35][CH2:36][O:37][CH2:38][CH2:39][O:40][CH3:41]>C(#N)C.[Cl-].[Na+].O>[C:1]([O:5][C:6](=[O:27])[NH:7][C:8]1[CH:13]=[CH:12][CH:11]=[CH:10][C:9]=1[NH:14][C:15]([C:17]1[S:21][C:20]2[CH:22]=[CH:23][C:24]([O:26][CH2:35][CH2:36][O:37][CH2:38][CH2:39][O:40][CH3:41])=[CH:25][C:19]=2[CH:18]=1)=[O:16])([CH3:4])([CH3:2])[CH3:3] |f:1.2.3,6.7.8|. Procedure details: To a solution of 77 mg (0.20 mmol) {2-[(5-Hydroxy-benzo[b]thiophene-2-carbonyl)-amino]-phenyl}-carbamic acid tert-butyl ester (4) in 3 ml acetonitrile was added 200 mg potassium carbonate and 0.3 ml 1-bromo-2-(2-methoxyethoxy)-ethane. The reaction mixture was heated at 100° C. for 90 min and poured into brine. The aqueous phase was extracted with ethyl acetate and the organic phase was dried over sodium sulfate, the solvent was evaporated and the residue subjected to silica gel chromatography (p... The reactants are [NH4+].[Cl-] (NH4Cl), BrC=1C=C2C(=CNC2=CC1Cl)C=O (5-bromo-6-chloro-1H-indole-3-carbaldehyde), CC1(COB(OC1)C1=CC=C(C=C1)C1(CCC1)O)C (1-[4-(5,5-dimethyl-[1,3,2]dioxaborinan-2-yl)-phenyl]-cyclobutanol), C([O-])([O-])=O.[K+].[K+] (potassium carbonate). The reagents and catalysts are C1=CC=C(C=C1)P([C-]2C=CC=C2)C3=CC=CC=C3.C1=CC=C(C=C1)P([C-]2C=CC=C2)C3=CC=CC=C3.Cl[Pd]Cl.[Fe+2] ([1,1′-bis(diphenylphosphino)ferrocene]dichloropalladium(II)). Run in O (water), CCO (EtOH), C1(=CC=CC=C1)C (toluene). Run at temperature 110 celsius, time 2 hour. Product: ClC1=C(C=C2C(=CNC2=C1)C=O)C1=CC=C(C=C1)C1(CCC1)O (6-Chloro-5-(4-(1-hydroxycyclobutyl)phenyl)-1H-indole-3-carbaldehyde). Yield: 64.2%. Reaction SMILES: Br[C:2]1[CH:3]=[C:4]2[C:8](=[CH:9][C:10]=1[Cl:11])[NH:7][CH:6]=[C:5]2[CH:12]=[O:13].CC1(C)COB([C:21]2[CH:26]=[CH:25][C:24]([C:27]3([OH:31])[CH2:30][CH2:29][CH2:28]3)=[CH:23][CH:22]=2)OC1.C(=O)([O-])[O-].[K+].[K+].[NH4+].[Cl-]>CCO.C1(C)C=CC=CC=1.C1C=CC(P(C2C=CC=CC=2)[C-]2C=CC=C2)=CC=1.C1C=CC(P(C2C=CC=CC=2)[C-]2C=CC=C2)=CC=1.Cl[Pd]Cl.[Fe+2].O>[Cl:11][C:10]1[CH:9]=[C:8]2[C:4]([C:5]([CH:12]=[O:13])=[CH:6][NH:7]2)=[CH:3][C:2]=1[C:21]1[CH:26]=[CH:25][C:24]([C:27]2([OH:31])[CH2:30][CH2:29][CH2:28]2)=[CH:23][CH:22]=1 |f:2.3.4,5.6,9.10.11.12|. Reported procedure: A mixture of 5-bromo-6-chloro-1H-indole-3-carbaldehyde (6.15 g, 23.8 mmol), 1-[4-(5,5-dimethyl-[1,3,2]dioxaborinan-2-yl)-phenyl]-cyclobutanol (8.35 g, 32.1 mmol), 2M aqueous potassium carbonate (47.5 mL, 95.0 mmol) in EtOH (33 mL) and toluene (86 mL) was degassed with N2 for 25 minutes, then treated with [1,1′-bis(diphenylphosphino)ferrocene]dichloropalladium(II) (1.93 g, 2.64 mmol). The reaction mixture was heated to 110° C. and stirred for 2 hours. The reaction mixture was cooled to room tempe... Reactants: CC(C)c1nc(-c2cccc(N)c2)c(-c2ccnc(Cl)n2)s1, C=CCOC(=O)Nc1cccc(-c2nc(N3CCOCC3)sc2-c2ccnc(Cl)n2)c1Cl. Product: Nc1cccc(-c2nc(N3CCOCC3)sc2-c2ccnc(Cl)n2)c1Cl. Reaction SMILES: [Cl:1][c:2]1[n:3][c:4](-[c:5]2[s:6][c:7]([CH:8]([CH3:9])[CH3:10])[n:11][c:12]2-[c:13]2[cH:14][c:15]([NH2:19])[cH:16][cH:17][cH:18]2)[cH:20][cH:21][n:22]1.[Cl:23][c:24]1[c:25]([NH:48][C:49](=[O:50])[O:51][CH2:52][CH:53]=[CH2:54])[cH:26][cH:27][cH:28][c:29]1-[c:30]1[n:31][c:32]([N:42]2[CH2:43][CH2:44][O:45][CH2:46][CH2:47]2)[s:33][c:34]1-[c:35]1[n:36][c:37]([Cl:41])[n:38][cH:39][cH:40]1>>[Cl:23][c:24]1[c:25]([NH2:48])[cH:26][cH:27][cH:28][c:29]1-[c:30]1[n:31][c:32]([N:42]2[CH2:43][CH2:44][O:45][CH2:46][CH2:47]2)[s:33][c:34]1-[c:35]1[n:36][c:37]([Cl:41])[n:38][cH:39][cH:40]1. The reactants are NC1=C(C=C(C(=C1)C)C)S(=O)(=O)NC=1C=CC=C2C=CC=NC12 (2-Amino-4,5-dimethyl-N-quinolin-8-yl-benzenesulfonamide), NC1=C(C=C(C(=C1)C)C)S(=O)(=O)NC=1C=CC=C2C=CC=NC12 (2-Amino-4,5-dimethyl-N-quinolin-8-yl-benzenesulfonamide), C(C)(C)(C)ON=O (Tert-butylnitrite). The solvent is C(C)(=O)O.C1CCOC1 (acetic acid THF). Conditions: temperature 0 celsius. The product is CC=1C=C2S(NC3=C4N=CC=CC4=CC=C3C2=CC1C)(=O)=O (8,9-Dimethyl-5H-6-thia-4,5-diaza-chrysene 6,6-dioxide). The yield is 7.3%. RXN SMILES: N[C:2]1[CH:7]=[C:6]([CH3:8])[C:5]([CH3:9])=[CH:4][C:3]=1[S:10]([NH:13][C:14]1[CH:15]=[CH:16][CH:17]=[C:18]2[C:23]=1[N:22]=[CH:21][CH:20]=[CH:19]2)(=[O:12])=[O:11].C(ON=O)(C)(C)C>C(O)(=O)C.C1COCC1>[CH3:9][C:5]1[CH:4]=[C:3]2[C:2](=[CH:7][C:6]=1[CH3:8])[C:15]1[C:14](=[C:23]3[C:18](=[CH:17][CH:16]=1)[CH:19]=[CH:20][CH:21]=[N:22]3)[NH:13][S:10]2(=[O:12])=[O:11] |f:2.3|. Procedure details: 2-Amino-4,5-dimethyl-N-quinolin-8-yl-benzenesulfonamide (Intermediate 164) (100 mg, 0.31 mmol) was suspended in acetic acid: THF (1:1) (2 ml) and cooled to 0° C. Tert-butylnitrite (54 μl, 0.46 mmol) was added and the reaction was slowly warmed to 5° C. over 3 h. The reaction was quenched with water (4 ml) and the resulting solution was concentrated in vacuo. The residue was dissolved in EtOAc (10 ml) and washed with brine, dried (Na2SO4) and concentrated in vacuo. The crude residue was purified ... The product is COc1cc2c(cc1NC(=O)C(C)C)-c1c(-c3cccs3)c3c(n1CC2)C(=O)N(C(C)(C)C)CCC3. RXN SMILES: [C:1]([CH3:2])([CH3:3])([CH3:4])[N:5]1[C:6](=[O:31])[c:7]2[c:8]([c:9](-[c:23]3[s:24][cH:25][cH:26][cH:27]3)[c:10]3[n:11]2[CH2:12][CH2:13][c:14]2[cH:15][c:16]([O:21][CH3:22])[c:17]([Br:20])[cH:18][c:19]2-3)[CH2:28][CH2:29][CH2:30]1.[C:32]([CH:33]([CH3:34])[CH3:35])(=[O:36])[NH2:37].[C:46]([P:47]([C:48]([CH3:49])([CH3:50])[CH3:51])[c:52]1[c:53]([CH3:54])[c:55]([CH3:56])[c:57]([CH3:58])[c:59]([CH3:60])[c:61]1-[c:62]1[c:63]([CH:64]([CH3:65])[CH3:66])[cH:67][c:68]([CH:69]([CH3:70])[CH3:71])[cH:72][c:73]1[CH:74]([CH3:75])[CH3:76])([CH3:77])([CH3:78])[CH3:79].[CH3:80][C:81]([OH:82])([CH3:83])[CH3:84].[K+:43].[K+:44].[K+:45].[OH2:85].[P:38]([O-:39])([O-:40])([O-:41])=[O:42]>>[C:1]([CH3:2])([CH3:3])([CH3:4])[N:5]1[C:6](=[O:31])[c:7]2[c:8]([c:9](-[c:23]3[s:24][cH:25][cH:26][cH:27]3)[c:10]3[n:11]2[CH2:12][CH2:13][c:14]2[cH:15][c:16]([O:21][CH3:22])[c:17]([NH:37][C:32]([CH:33]([CH3:34])[CH3:35])=[O:36])[cH:18][c:19]2-3)[CH2:28][CH2:29][CH2:30]1. Starting materials: COc1cc2c(cc1Br)-c1c(-c3cccs3)c3c(n1CC2)C(=O)N(C(C)(C)C)CCC3, CC(C)C(N)=O, Cc1c(C)c(C)c(P(C(C)(C)C)C(C)(C)C)c(-c2c(C(C)C)cc(C(C)C)cc2C(C)C)c1C, CC(C)(C)O, [K+], [K+], [K+], O, O=P([O-])([O-])[O-].